Dataset: the Open Reaction Database (ORD), a public repository of structured organic reaction records. Task: describe an organic reaction: reactants, conditions, products, and yield The reactants are hydrochloride salt, CC1=CC=C(C=C1)S(=O)(=O)OCC1OC2=C(C1)C=C(C=C2C2=C(C=CC=C2Cl)Cl)F ([5-fluoro-7-(2,6-dichlorophenyl)-2,3-dihydro-1-benzofuran-2-yl]methyl 4-methylbenzenesulfonate), CNC (dimethylamine). Yields the product ClC1=C(C(=CC=C1)Cl)C1=CC(=CC=2CC(OC21)CN(C)C)F ((±)-{[7-(2,6-dichlorophenyl)-5-fluoro-2,3-dihydro-1-benzofuran-2-yl]methyl}dimethylamine). RXN SMILES: CC1C=CC(S(O[CH2:12][CH:13]2[CH2:17][C:16]3[CH:18]=[C:19]([F:30])[CH:20]=[C:21]([C:22]4[C:27]([Cl:28])=[CH:26][CH:25]=[CH:24][C:23]=4[Cl:29])[C:15]=3[O:14]2)(=O)=O)=CC=1.[CH3:31][NH:32][CH3:33]>>[Cl:29][C:23]1[CH:24]=[CH:25][CH:26]=[C:27]([Cl:28])[C:22]=1[C:21]1[C:15]2[O:14][CH:13]([CH2:12][N:32]([CH3:33])[CH3:31])[CH2:17][C:16]=2[CH:18]=[C:19]([F:30])[CH:20]=1. Procedure: The title compound was prepared (0.069 g, 61%) following the general procedure of Example 390 as a white solid, hydrochloride salt from (±)-([5-fluoro-7-(2,6-dichlorophenyl)-2,3-dihydro-1-benzofuran-2-yl]methyl 4-methylbenzenesulfonate (0.14 g, 0.3 mmol) and dimethylamine (0.14 g, 3.0 mmol). mp 199-201° C. The reactants are Cl.Cl.NC1=CC(=C(C(=O)NCC2CCNCC2)C=C1Cl)OC (4-Amino-5-chloro-2-methoxy-N-(piperidin-4-ylmethyl)benzamide dihydrochloride), C([O-])([O-])=O.[K+].[K+] (potassium carbonate), BrCCCCCC(=O)C1=CC(=C(C=C1)C)C (6-bromo-1-(3,4-dimethylphenyl)-1-hexanone). The product is NC1=CC(=C(C(=O)NCC2CCN(CC2)CCCCCC(=O)C2=CC(=C(C=C2)C)C)C=C1Cl)OC (4-amino-5-chloro-N-((1-(6-(3,4-dimethylphenyl)-6-oxohexyl)piperidin-4-yl)methyl)-2-methoxybenzamide). Yield: 42.2%. RXN SMILES: Cl.Cl.[NH2:3][C:4]1[C:19]([Cl:20])=[CH:18][C:7]([C:8]([NH:10][CH2:11][CH:12]2[CH2:17][CH2:16][NH:15][CH2:14][CH2:13]2)=[O:9])=[C:6]([O:21][CH3:22])[CH:5]=1.C(=O)([O-])[O-].[K+].[K+].Br[CH2:30][CH2:31][CH2:32][CH2:33][CH2:34][C:35]([C:37]1[CH:42]=[CH:41][C:40]([CH3:43])=[C:39]([CH3:44])[CH:38]=1)=[O:36]>>[NH2:3][C:4]1[C:19]([Cl:20])=[CH:18][C:7]([C:8]([NH:10][CH2:11][CH:12]2[CH2:13][CH2:14][N:15]([CH2:30][CH2:31][CH2:32][CH2:33][CH2:34][C:35]([C:37]3[CH:42]=[CH:41][C:40]([CH3:43])=[C:39]([CH3:44])[CH:38]=3)=[O:36])[CH2:16][CH2:17]2)=[O:9])=[C:6]([O:21][CH3:22])[CH:5]=1 |f:0.1.2,3.4.5|. Reported procedure: 4-Amino-5-chloro-2-methoxy-N-(piperidin-4-ylmethyl)benzamide dihydrochloride (2.0 g) as starting compound, potassium carbonate (3.0 g) and 6-bromo-1-(3,4-dimethylphenyl)-1-hexanone (1.1 g) were reacted and treated in the same manner as in Example 172 to give 0.82 g of 4-amino-5-chloro-N-((1-(6-(3,4-dimethylphenyl)-6-oxohexyl)piperidin-4-yl)methyl)-2-methoxybenzamide. Starting materials: [N+](=O)([O-])C1=CC=C(C=C1)OCCOC1=CC=CC=C1 (1-Nitro-4-(2-phenoxy-ethoxy)-benzene), amine, [N+](=O)(O)[O-] (nitric acid), C(C)(=O)O (acetic acid). Run in C(C)(=O)OC(C)=O (acetic anhydride). Yields the product C(C)(=O)NC1=C(C=C(C=C1)OCCOC1=CC=CC=C1)[N+](=O)[O-] (1-Acetamido-2-nitro-4-(2-phenoxy-ethoxy)-benzene). Yield: 90.0%. RXN SMILES: [N+:1]([C:4]1[CH:9]=[CH:8][C:7]([O:10][CH2:11][CH2:12][O:13][C:14]2[CH:19]=[CH:18][CH:17]=[CH:16][CH:15]=2)=[CH:6][CH:5]=1)([O-])=O.[C:20]([OH:23])(=O)[CH3:21].[N+:24]([O-])([OH:26])=[O:25]>C(OC(=O)C)(=O)C>[C:20]([NH:1][C:4]1[CH:9]=[CH:8][C:7]([O:10][CH2:11][CH2:12][O:13][C:14]2[CH:19]=[CH:18][CH:17]=[CH:16][CH:15]=2)=[CH:6][C:5]=1[N+:24]([O-:26])=[O:25])(=[O:23])[CH3:21]. Procedure details: 1-Nitro-4-(2-phenoxy-ethoxy)-benzene is reduced and the resulting amine is heated in acetic anhydride and glacial acetic acid and nitrated with 70% strength nitric acid. 1-Acetamido-2-nitro-4-(2-phenoxy-ethoxy)-benzene is obtained in 90% yield (melting point: 104° to 106° C.). The amide is hydrolysed with potassium hydroxide in ethanol and the desired nitroamine is obtained in 98% yield (melting point 121° to 123° C.). Starting materials: C(C(=O)Cl)(=O)Cl (oxalyl chloride), C(Cl)Cl (methylene chloride), C(CCCCCCC\C=C/CCCCCCCC)(=O)O (oleic acid), C(C)NCC (Diethylamine), resultant residue. Solvent: O (Water). Conditions: time 4 hour. The product is C(C)N(C(CCCCCCC\C=C/CCCCCCCC)=O)CC ((Z)-N,N-diethyl-9-octadecenamide). Yield: 81.5%. Reaction SMILES: C(Cl)(=O)C(Cl)=O.C(Cl)Cl.[C:10]([OH:29])(=O)[CH2:11][CH2:12][CH2:13][CH2:14][CH2:15][CH2:16][CH2:17]/[CH:18]=[CH:19]\[CH2:20][CH2:21][CH2:22][CH2:23][CH2:24][CH2:25][CH2:26][CH3:27].[CH2:30]([NH:32][CH2:33][CH3:34])[CH3:31]>O>[CH2:30]([N:32]([CH2:33][CH3:34])[C:10](=[O:29])[CH2:11][CH2:12][CH2:13][CH2:14][CH2:15][CH2:16][CH2:17]/[CH:18]=[CH:19]\[CH2:20][CH2:21][CH2:22][CH2:23][CH2:24][CH2:25][CH2:26][CH3:27])[CH3:31]. Procedure: In a nitrogen atmosphere, oxalyl chloride (0.46 mL, 5.4 mmol) was dropped into an absolute methylene chloride solution (8.5 mL) of oleic acid (503 mg, 1.8 mmol) under ice cooling. The solution was then stirred at room temperature for four hours. Thereafter it was concentrated under reduced pressure. Diethylamine (1.0 mL, 9.7 mmol) was added to the resultant residue, which was then stirred at room temperature for 0.5 hour. Water was then added, and extraction was performed with ethyl acetate. The... Reactants: O1C(C1)CCN1C(C2=CC=CC=C2C1=O)=O (2-(2-(oxiran-2-yl)ethyl)isoindoline-1,3-dione), C([O-])([O-])=O.[K+].[K+] (potassium carbonate), Cl.CC1=C(C=CC=C1C)N1CCNCC1 (1-(2,3-dimethylphenyl)piperazine hydrochloride). The solvent is CN(C=O)C (N,N-dimethylformamide). Run at temperature 110 celsius, time 18 hour. The product is CC1=C(C=CC=C1C)N1CCN(CC1)CC(CCN1C(C2=CC=CC=C2C1=O)=O)O (2-(4-(4-(2,3-dimethylphenyl)piperazin-1-yl)-3-hydroxybutyl)isoindoline-1,3-dione). Isolated yield 46.2%. RXN SMILES: [O:1]1[CH2:3][CH:2]1[CH2:4][CH2:5][N:6]1[C:14](=[O:15])[C:13]2[C:8](=[CH:9][CH:10]=[CH:11][CH:12]=2)[C:7]1=[O:16].C(=O)([O-])[O-].[K+].[K+].Cl.[CH3:24][C:25]1[C:30]([CH3:31])=[CH:29][CH:28]=[CH:27][C:26]=1[N:32]1[CH2:37][CH2:36][NH:35][CH2:34][CH2:33]1>CN(C)C=O>[CH3:24][C:25]1[C:30]([CH3:31])=[CH:29][CH:28]=[CH:27][C:26]=1[N:32]1[CH2:33][CH2:34][N:35]([CH2:3][CH:2]([OH:1])[CH2:4][CH2:5][N:6]2[C:14](=[O:15])[C:13]3[C:8](=[CH:9][CH:10]=[CH:11][CH:12]=3)[C:7]2=[O:16])[CH2:36][CH2:37]1 |f:1.2.3,4.5|. Procedure: To a mixture of 2-(2-(oxiran-2-yl)ethyl)isoindoline-1,3-dione obtained in step 2 (0.30 g, 1.38 mmol) and potassium carbonate (0.48 g, 3.45 mmol) in N,N-dimethylformamide (3.0 ml), was added 1-(2,3-dimethylphenyl)piperazine hydrochloride (0.31 g, 1.38 mmol) at room temperature. The resulting reaction mixture was stirred at 110° C. for 18 hours. After the reaction complete, the reaction mixture thus obtained was filtered through a plug of Celite. The filtrate was concentrated under reduced pressur...